Dataset: the Open Reaction Database (ORD), a public repository of structured organic reaction records. Task: describe an organic reaction: reactants, conditions, products, and yield Starting materials: [BH4-], CCO, CC(=O)O, [Na+], CCCCCCCCCCC(=O)CCCCCNc1ccc(C(=O)OCC)cc1, O. The product is CCCCCCCCCCC(O)CCCCCNc1ccc(C(=O)OCC)cc1. As a reaction SMILES: [BH4-:30].[CH3:32][CH2:33][OH:34].[CH3:35][C:36](=[O:37])[OH:38].[Na+:31].[O:1]=[C:2]([CH2:3][CH2:4][CH2:5][CH2:6][CH2:7][NH:8][c:9]1[cH:10][cH:11][c:12]([C:13](=[O:14])[O:15][CH2:16][CH3:17])[cH:18][cH:19]1)[CH2:20][CH2:21][CH2:22][CH2:23][CH2:24][CH2:25][CH2:26][CH2:27][CH2:28][CH3:29].[OH2:39]>>[OH:1][CH:2]([CH2:3][CH2:4][CH2:5][CH2:6][CH2:7][NH:8][c:9]1[cH:10][cH:11][c:12]([C:13](=[O:14])[O:15][CH2:16][CH3:17])[cH:18][cH:19]1)[CH2:20][CH2:21][CH2:22][CH2:23][CH2:24][CH2:25][CH2:26][CH2:27][CH2:28][CH3:29]. Starting materials: COC(C1=CC(=CC=C1)CN1CCC(CC1)C1=CN(C2=NC=CC=C21)CCOCC)=O (3-{4-[1-(2-ethoxyethyl)-1H-pyrrolo[2,3-b]pyridin-3-yl]-piperidin-1-ylmethyl}-benzoic acid methyl ester), C(C)O (ethyl alcohol), [OH-].[Na+] (sodium hydroxide). Reaction conditions: time 20 hour. The product is C(C)OCCN1C=C(C=2C1=NC=CC2)C(N2CCCCC2)C2=C(C(=O)O)C=CC=C2 (([1-(2-ethoxyethyl)-1H-pyrrolo[2,3-b]pyridin-3-yl]piperidin-1-ylmethyl}benzoic acid). RXN SMILES: COC(=O)C1C=CC=C(CN2[CH2:16][CH2:15][CH:14]([C:17]3[C:25]4[C:20](=[N:21][CH:22]=[CH:23][CH:24]=4)[N:19]([CH2:26][CH2:27][O:28][CH2:29][CH3:30])[CH:18]=3)CC2)C=1.[OH-:32].[Na+].[CH2:34]([OH:36])[CH3:35]>>[CH2:29]([O:28][CH2:27][CH2:26][N:19]1[C:20]2=[N:21][CH:22]=[CH:23][CH:24]=[C:25]2[C:17]([CH:14]([C:15]2[CH:16]=[CH:17][CH:14]=[CH:15][C:35]=2[C:34]([OH:32])=[O:36])[N:21]2[CH2:22][CH2:23][CH2:24][CH2:25][CH2:20]2)=[CH:18]1)[CH3:30] |f:1.2|. Procedure: 0.58 g (1.28 mmol) of 3-{4-[1-(2-ethoxyethyl)-1H-pyrrolo[2,3-b]pyridin-3-yl]-piperidin-1-ylmethyl}-benzoic acid methyl ester were dissolved in 5 ml of ethyl alcohol and 1.93 ml of 2 N sodium hydroxide were added. After stirring at room temperature for 20 hours, the solvent was evaporated under reduced pressure and the residue dissolved in water. The mixture was neutralised with 2 N hydrochloric acid and extracted twice with dichloromethane. The organic phase was washed with water and brine, drie... The reactants are C(C)N(C(C(=O)O)=C)S(=O)(=O)C1=CC=C(C=C1)F (2-[ethyl-(4-fluorophenyl)sulfonyl-amino]prop-2-enoic acid), CCOC(=O)OC(=O)OCC (DEPC), N1(CCCC1)C1=NC(=CC(=C1)CN)C1=CC=C(C=C1)C(F)(F)F ([2-pyrrolidin-1-yl-6-[4-(trifluoromethyl)phenyl]-4-pyridyl]methanamine). The solvent is C1CCOC1 (THF). Yields the product C(C)N(C(C(=O)NCC1=CC(=NC(=C1)C1=CC=C(C=C1)C(F)(F)F)N1CCCC1)=C)S(=O)(=O)C1=CC=C(C=C1)F (2-[ethyl-(4-fluorophenyl)sulfonyl-amino]-N-[[2-pyrrolidin-1-yl-6-[4-(trifluoromethyl)phenyl]-4-pyridyl]methyl]prop-2-enamide). Isolated yield 29.5%. As a reaction SMILES: [CH2:1]([N:3]([S:9]([C:12]1[CH:17]=[CH:16][C:15]([F:18])=[CH:14][CH:13]=1)(=[O:11])=[O:10])[C:4](=[CH2:8])[C:5]([OH:7])=O)[CH3:2].CCOC(OC(OCC)=O)=O.[N:30]1([C:35]2[CH:40]=[C:39]([CH2:41][NH2:42])[CH:38]=[C:37]([C:43]3[CH:48]=[CH:47][C:46]([C:49]([F:52])([F:51])[F:50])=[CH:45][CH:44]=3)[N:36]=2)[CH2:34][CH2:33][CH2:32][CH2:31]1>C1COCC1>[CH2:1]([N:3]([S:9]([C:12]1[CH:17]=[CH:16][C:15]([F:18])=[CH:14][CH:13]=1)(=[O:11])=[O:10])[C:4](=[CH2:8])[C:5]([NH:42][CH2:41][C:39]1[CH:38]=[C:37]([C:43]2[CH:44]=[CH:45][C:46]([C:49]([F:52])([F:50])[F:51])=[CH:47][CH:48]=2)[N:36]=[C:35]([N:30]2[CH2:31][CH2:32][CH2:33][CH2:34]2)[CH:40]=1)=[O:7])[CH3:2]. Procedure: A solution of acid 4B (0.15 g, 0.53 mmol) in THF (10 mL) was added with DEPC (0.10 mL, 1.3 mol eq) and the mixture was stirred at room temperature several minutes. Then [2-pyrrolidin-1-yl-6-[4-(trifluoromethyl)phenyl]-4-pyridyl]methanamine 27A (0.17 g, 1.1 mol eq) and a catalytic amount of TEA were added, then the reaction mixture was stirred at room temperature overnight. The solvent was removed under reduced pressure, water was added to the residue that is extracted with EtOAc (3×25 mL) and wa... Product: COc1ccc(C=O)cc1OCc1ccccc1. Reaction SMILES: [Br:18][CH2:19][c:20]1[cH:21][cH:22][cH:23][cH:24][cH:25]1.[C:12](=[O:13])([O-:14])[O-:15].[CH3:26][N:27]([CH3:28])[CH:29]=[O:30].[K+:16].[K+:17].[O:1]=[CH:2][c:3]1[cH:4][c:5]([OH:6])[c:7]([O:8][CH3:9])[cH:10][cH:11]1>>[O:1]=[CH:2][c:3]1[cH:4][c:5]([O:6][CH2:19][c:20]2[cH:21][cH:22][cH:23][cH:24][cH:25]2)[c:7]([O:8][CH3:9])[cH:10][cH:11]1. Reactants: BrCc1ccccc1, O=C([O-])[O-], CN(C)C=O, [K+], [K+], COc1ccc(C=O)cc1O.